Dataset: the Open Reaction Database (ORD), a public repository of structured organic reaction records. Task: describe an organic reaction: reactants, conditions, products, and yield Reactants: C1CCOC1, CCN(C(C)C)C(C)C, Nc1cc(C2CC2)[nH]n1, O=[N+]([O-])c1ccc(F)c(F)c1F. Product: O=[N+]([O-])c1ccc(F)c(F)c1Nc1cc(C2CC2)[nH]n1. RXN SMILES: [CH2:31]1[O:32][CH2:33][CH2:34][CH2:35]1.[CH:13]([N:14]([CH2:15][CH3:16])[CH:17]([CH3:18])[CH3:19])([CH3:20])[CH3:21].[CH:22]1([c:25]2[cH:26][c:27]([NH2:30])[n:28][nH:29]2)[CH2:23][CH2:24]1.[F:1][c:2]1[c:3]([F:12])[c:4]([F:11])[c:5]([N+:8](=[O:9])[O-:10])[cH:6][cH:7]1>>[F:1][c:2]1[c:3]([F:12])[c:4]([NH:30][c:27]2[cH:26][c:25]([CH:22]3[CH2:23][CH2:24]3)[nH:29][n:28]2)[c:5]([N+:8](=[O:9])[O-:10])[cH:6][cH:7]1. The reactants are Cl (hydrochloric acid), C(C)OC(=C)[Sn](CCCC)(CCCC)CCCC ((1-ethoxyvinyl)tributylstannane), palladium(O)tetrakistriphenylphosphine, N (ammonia), C(C)OC(=C)[Sn](CCCC)(CCCC)CCCC ((1-ethoxyvinyl)tributylstannane), palladium(O)tetrakistriphenylphosphine, BrC=1N=C2N(N=C(C3=C(C2)C=CC(=C3)OC)C3=CC=CC=C3)C1C=1C=NC=CC1 (2-bromo-3-(3-pyridyl)-8-methoxy-6-phenyl-11H-imidazo[1,2-c][2,3]benzodiazepine). Solvent: CN(C=O)C (dimethylformamide), C(C)(=O)OCC (ethyl acetate), C1(=CC=CC=C1)C (toluene). Reaction conditions: temperature 120 celsius, time 10 minute. The product is C(C)(=O)C=1N=C2N(N=C(C3=C(C2)C=CC(=C3)OC)C3=CC=CC=C3)C1C=1C=NC=CC1 (2-acetyl-3-(3-pyridyl)-8-methoxy-6-phenyl-11H-imidazo[1,2-c][2,3]benzodiazepine). Isolated yield 26.6%. RXN SMILES: Br[C:2]1[N:3]=[C:4]2[CH2:10][C:9]3[CH:11]=[CH:12][C:13]([O:15][CH3:16])=[CH:14][C:8]=3[C:7]([C:17]3[CH:22]=[CH:21][CH:20]=[CH:19][CH:18]=3)=[N:6][N:5]2[C:23]=1[C:24]1[CH:25]=[N:26][CH:27]=[CH:28][CH:29]=1.[CH2:30]([O:32]C([Sn](CCCC)(CCCC)CCCC)=C)[CH3:31].Cl.N>C1(C)C=CC=CC=1.C(OCC)(=O)C.CN(C)C=O>[C:30]([C:2]1[N:3]=[C:4]2[CH2:10][C:9]3[CH:11]=[CH:12][C:13]([O:15][CH3:16])=[CH:14][C:8]=3[C:7]([C:17]3[CH:22]=[CH:21][CH:20]=[CH:19][CH:18]=3)=[N:6][N:5]2[C:23]=1[C:24]1[CH:25]=[N:26][CH:27]=[CH:28][CH:29]=1)(=[O:32])[CH3:31]. Procedure details: 82 mg of 2-bromo-3-(3-pyridyl)-8-methoxy-6-phenyl-11H-imidazo[1,2-c][2,3]benzodiazepine is mixed in 3 ml of toluene and 0.5 ml of dimethylformamide with 650 mg of (1-ethoxyvinyl)tributylstannane and 10 mg of palladium(O)tetrakistriphenylphosphine, and it is heated for 4 hours to a bath temperature of 120° C. Then, (1-ethoxyvinyl)tributylstannane and 10 mg of palladium(O)tetrakistriphenylphosphine are added again, and it is heated for 10 hours to a bath temperature of 120° C. After cooling, it is...